Dataset: the Open Reaction Database (ORD), a public repository of structured organic reaction records. Task: describe an organic reaction: reactants, conditions, products, and yield Starting materials: OCCNS(=O)(=O)C1=C(C=CC=C1)[N+](=O)[O-] (N-(2-hydroxy-ethyl)-2-nitro-benzenesulfonamide), BrCCC(=O)OC(C)(C)C (tert-butyl 3-bromopropionate), C(=O)([O-])[O-].[K+].[K+] (K2CO3), BrCCC(=O)OC(C)(C)C (tert-butyl 3-bromopropionate). The solvent is CN(C)C=O (DMF). Reaction conditions: temperature 40 celsius, time 15 hour. The product is OCCN(CCC(=O)OC(C)(C)C)S(=O)(=O)C1=C(C=CC=C1)[N+](=O)[O-] (tert-butyl 3-[(2-hydroxy-ethyl)-(2-nitro-benzenesulfonyl)-amino]-propionate). RXN SMILES: [OH:1][CH2:2][CH2:3][NH:4][S:5]([C:8]1[CH:13]=[CH:12][CH:11]=[CH:10][C:9]=1[N+:14]([O-:16])=[O:15])(=[O:7])=[O:6].Br[CH2:18][CH2:19][C:20]([O:22][C:23]([CH3:26])([CH3:25])[CH3:24])=[O:21].C([O-])([O-])=O.[K+].[K+]>CN(C=O)C>[OH:1][CH2:2][CH2:3][N:4]([S:5]([C:8]1[CH:13]=[CH:12][CH:11]=[CH:10][C:9]=1[N+:14]([O-:16])=[O:15])(=[O:7])=[O:6])[CH2:18][CH2:19][C:20]([O:22][C:23]([CH3:26])([CH3:25])[CH3:24])=[O:21] |f:2.3.4|. Procedure details: To a solution of 8.7 g of N-(2-hydroxy-ethyl)-2-nitro-benzenesulfonamide (Skerlj, R. T.; Nan, S.; Zhou, Y.; Bridger, G. J. Tetrahedron Lett. 2002 (43) 7569-7571) in 87 ml of DMF, under argon, was added 8.8 ml of tert-butyl 3-bromopropionate and 14.6 g of K2CO3. The mixture was stirred for 15 hours at 40° C. and a further 5 ml of tert-butyl 3-bromopropionate were then added. The mixture was heated at 40° C. overnight and then filtered through a sinter of porosity 4. The cake was washed with ethyl... Starting materials: N#CCN1C(=O)c2ccccc2C1=O, CCCCCC(C)(C)O, CC(=O)O, O, O=S(=O)(O)O. Product: CCCCCC(C)(C)NC(=O)CN1C(=O)c2ccccc2C1=O. RXN SMILES: [C:10]1(=[O:23])[c:11]2[c:12]([cH:19][cH:20][cH:21][cH:22]2)[C:13](=[O:18])[N:14]1[CH2:15][C:16]#[N:17].[CH3:1][C:2]([CH3:3])([CH2:4][CH2:5][CH2:6][CH2:7][CH3:8])[OH:9].[CH3:30][C:31](=[O:32])[OH:33].[OH2:29].[S:24]([OH:25])(=[O:26])(=[O:27])[OH:28]>>[CH3:1][C:2]([CH3:3])([CH2:4][CH2:5][CH2:6][CH2:7][CH3:8])[NH:17][C:16]([CH2:15][N:14]1[C:10](=[O:23])[c:11]2[c:12]([cH:19][cH:20][cH:21][cH:22]2)[C:13]1=[O:18])=[O:25].